This data is from the Open Reaction Database (ORD), a public repository of structured organic reaction records. The task is: describe an organic reaction: reactants, conditions, products, and yield The reactants are O=C([O-])O, CC#N, CN1CCCC1=O, CN(C)C=O, CN(C)CC=CC(=O)O, O=C(Cl)C(=O)Cl, Cl, CCOc1cc2ncc(C#N)c(Nc3ccc(OCc4ccccc4)c(Cl)c3)c2cc1N, [Na+]. Product: CCOc1cc2ncc(C#N)c(Nc3ccc(OCc4ccccc4)c(Cl)c3)c2cc1NC(=O)C=CCN(C)C. As a reaction SMILES: [C:49](=[O:50])([OH:51])[O-:52].[CH3:54][C:55]#[N:56].[CH3:57][N:58]1[CH2:59][CH2:60][CH2:61][C:62]1=[O:63].[CH3:64][N:65]([CH3:66])[CH:67]=[O:68].[CH3:8][N:9]([CH2:10][CH:11]=[CH:12][C:13](=[O:14])[OH:15])[CH3:16].[Cl:1][C:2]([C:3]([Cl:4])=[O:5])=[O:6].[ClH:7].[NH2:17][c:18]1[cH:19][c:20]2[c:21]([NH:33][c:34]3[cH:35][c:36]([Cl:48])[c:37]([O:40][CH2:41][c:42]4[cH:43][cH:44][cH:45][cH:46][cH:47]4)[cH:38][cH:39]3)[c:22]([C:31]#[N:32])[cH:23][n:24][c:25]2[cH:26][c:27]1[O:28][CH2:29][CH3:30].[Na+:53]>>[CH3:8][N:9]([CH2:10][CH:11]=[CH:12][C:13](=[O:14])[NH:17][c:18]1[cH:19][c:20]2[c:21]([NH:33][c:34]3[cH:35][c:36]([Cl:48])[c:37]([O:40][CH2:41][c:42]4[cH:43][cH:44][cH:45][cH:46][cH:47]4)[cH:38][cH:39]3)[c:22]([C:31]#[N:32])[cH:23][n:24][c:25]2[cH:26][c:27]1[O:28][CH2:29][CH3:30])[CH3:16]. Product: BrC1=CC=C(C=C1)C1=CC=C(C=C1)CO ((4′-Bromo-biphenyl-4-yl)-methanol). Conditions: temperature 0 celsius, time 1 hour. As a reaction SMILES: C[O:2][C:3]([C:5]1[CH:10]=[CH:9][C:8]([C:11]2[CH:16]=[CH:15][C:14]([Br:17])=[CH:13][CH:12]=2)=[CH:7][CH:6]=1)=O.[H-].[Al+3].[Li+].[H-].[H-].[H-]>O1CCCC1>[Br:17][C:14]1[CH:13]=[CH:12][C:11]([C:8]2[CH:9]=[CH:10][C:5]([CH2:3][OH:2])=[CH:6][CH:7]=2)=[CH:16][CH:15]=1 |f:1.2.3.4.5.6|. Reactants: COC(=O)C1=CC=C(C=C1)C1=CC=C(C=C1)Br (4′-Bromo-biphenyl-4-carboxylic acid methyl ester), [H-].[Al+3].[Li+].[H-].[H-].[H-] (Lithium aluminum hydride). Run in O1CCCC1 (tetrahydrofuran). Procedure: A solution of 4′-Bromo-biphenyl-4-carboxylic acid methyl ester, 7.8 g (27.9 mmol) in 150 mL of tetrahydrofuran was cooled to 0° C. via ice-water bath. Lithium aluminum hydride, 1.1 g (27.9 mmol) was added to the solution in one portion. The reaction mixture stirred at 0° C. for 1 h. The mixture was slowly quenched with 10 mL of isopropyl alcohol, then with 10 mL of water. The aqueous mixture was extracted with 3×50 mL portions of ethyl acetate. The organic layers were combined, washed with sat. ...